Dataset: the Open Reaction Database (ORD), a public repository of structured organic reaction records. Task: describe an organic reaction: reactants, conditions, products, and yield The reactants are N[C@@H]1CC[C@H](CC1)NC1=NC=C(C(=C1)C1=NC(=CC=C1Cl)NCC1CCOCC1)Cl (N2′-(trans-4-aminocyclohexyl)-3,5′-dichloro-N6-((tetrahydro-2H-pyran-4-yl)methyl)-2,4′-bipyridine-2′,6-diamine), FC([C@@H]1CO1)(F)F ((S)-(−)-3,3,3-trifluoro-1,2-epoxypropane). The solvent is CC(C)O (2-propanol). Reaction conditions: temperature 70 celsius, time 2 hour. The product is ClC=1C(=NC(=CC1)NCC1CCOCC1)C1=CC(=NC=C1Cl)N[C@@H]1CC[C@H](CC1)NC[C@@H](C(F)(F)F)O ((S)-3-(trans-4-(3,5′-dichloro-6-((tetrahydro-2H-pyran-4-yl)methyl)amino-2,4′-bipyridin-2′-yl-amino)cyclohexylamino)-1,1,1-trifluoropropan-2-ol). The yield is 47.4%. Reaction SMILES: [NH2:1][C@H:2]1[CH2:7][CH2:6][C@H:5]([NH:8][C:9]2[CH:14]=[C:13]([C:15]3[C:20]([Cl:21])=[CH:19][CH:18]=[C:17]([NH:22][CH2:23][CH:24]4[CH2:29][CH2:28][O:27][CH2:26][CH2:25]4)[N:16]=3)[C:12]([Cl:30])=[CH:11][N:10]=2)[CH2:4][CH2:3]1.[F:31][C:32]([F:37])([F:36])[C@H:33]1[O:35][CH2:34]1>CC(O)C>[Cl:21][C:20]1[C:15]([C:13]2[C:12]([Cl:30])=[CH:11][N:10]=[C:9]([NH:8][C@H:5]3[CH2:6][CH2:7][C@H:2]([NH:1][CH2:34][C@H:33]([OH:35])[C:32]([F:37])([F:36])[F:31])[CH2:3][CH2:4]3)[CH:14]=2)=[N:16][C:17]([NH:22][CH2:23][CH:24]2[CH2:29][CH2:28][O:27][CH2:26][CH2:25]2)=[CH:18][CH:19]=1. Reported procedure: To a solution of N2′-(trans-4-aminocyclohexyl)-3,5′-dichloro-N6-((tetrahydro-2H-pyran-4-yl)methyl)-2,4′-bipyridine-2′,6-diamine (54 mg, 0.120 mmol) in 2-propanol (0.4 mL) was added (S)-(−)-3,3,3-trifluoro-1,2-epoxypropane (10.4 uL, 0.120 mmol). The mixture was stirred at 70° C. for 2 hr. The reaction mixture was concentrated. The resulting residue was purified by reverse phase HPLC and lyophilized to give 32 mg of (S)-3-(trans-4-(3,5′-dichloro-6-((tetrahydro-2H-pyran-4-yl)methyl)amino-2,4′-bipyr... The reactants are C(C1=CC=CC=C1)=NC1=NC=C(C=C1)SC (N-benzal-5-(methylthio)pyridine-2-amine), S(=O)(=O)(C1=CC=C(C)C=C1)C[N+]#[C-] (tosylmethyl isocyanide), C([O-])([O-])=O.[K+].[K+] (potassium carbonate), CO (methanol). Run in C(OC)COC (dimethoxyethane), O (water). Product: CSC=1C=CC(=NC1)N1C=NC=C1C1=CC=CC=C1 (5-(methylthio)-2-(5-phenyl-1H-imidazol-1-yl)pyridine). Yield: 50.4%. Reaction SMILES: [CH:1](=[N:8][C:9]1[CH:14]=[CH:13][C:12]([S:15][CH3:16])=[CH:11][N:10]=1)[C:2]1[CH:7]=[CH:6][CH:5]=[CH:4][CH:3]=1.S([CH2:27][N+:28]#[C-:29])(C1C=CC(C)=CC=1)(=O)=O.C(=O)([O-])[O-].[K+].[K+].CO>O.C(COC)OC>[CH3:16][S:15][C:12]1[CH:13]=[CH:14][C:9]([N:8]2[C:1]([C:2]3[CH:3]=[CH:4][CH:5]=[CH:6][CH:7]=3)=[CH:29][N:28]=[CH:27]2)=[N:10][CH:11]=1 |f:2.3.4|. Procedure: N-benzal-5-(methylthio)pyridine-2-amine (200 g), tosylmethyl isocyanide (255 g), potassium carbonate (255 g), methanol (3 L) and dimethoxyethane (2 L) were refluxed overnight. The reactant was cooled to room temperature, 10 L water was added and extracted with ethyl acetate. The organic phase was washed with saturated NaCl solution, and dried with anhydrous sodium sulfate. The solvent was removed by filtration and reducing pressure. The crude product was purified by column chromatography to obta... Reactants: CCO, [N-]=[N+]=NCc1ccc(C(=O)NC(CNC(=O)c2ccccc2)C(=O)O)c(Cl)c1. The product is NCc1ccc(C(=O)NC(CNC(=O)c2ccccc2)C(=O)O)c(Cl)c1. As a reaction SMILES: [CH3:29][CH2:30][OH:31].[N:1](=[N+:2]=[N-:3])[CH2:4][c:5]1[cH:6][c:7]([Cl:28])[c:8]([C:9](=[O:10])[NH:11][CH:12]([CH2:13][NH:14][C:15]([c:16]2[cH:17][cH:18][cH:19][cH:20][cH:21]2)=[O:22])[C:23](=[O:24])[OH:25])[cH:26][cH:27]1>>[NH2:1][CH2:4][c:5]1[cH:6][c:7]([Cl:28])[c:8]([C:9](=[O:10])[NH:11][CH:12]([CH2:13][NH:14][C:15]([c:16]2[cH:17][cH:18][cH:19][cH:20][cH:21]2)=[O:22])[C:23](=[O:24])[OH:25])[cH:26][cH:27]1. Starting materials: O=C(CC#N)C1=CC=CC=C1 (β-oxo-2-benzenepropanenitrile), [N+](=O)(O)[O-].NNC(=N)N (aminoguanidine nitrate), [OH-].[Na+] (sodium hydroxide). Run in C(C)O (ethanol). Yields the product NC1=NNC=C1C(=O)C1=CC=CC=C1 ((3-Amino-1H-pyrazol-4-yl) phenylmethanone). RXN SMILES: [O:1]=[C:2]([C:6]1[CH:11]=[CH:10][CH:9]=[CH:8][CH:7]=1)[CH2:3][C:4]#[N:5].[N+]([O-])(O)=O.[NH2:16][NH:17][C:18](N)=N.[OH-].[Na+]>C(O)C>[NH2:5][C:4]1[C:3]([C:2]([C:6]2[CH:11]=[CH:10][CH:9]=[CH:8][CH:7]=2)=[O:1])=[CH:18][NH:17][N:16]=1 |f:1.2,3.4|. Procedure details: A reaction mixture comprising 73.36 g of α-(dimethylamino)methylene]-β-oxo-2-benzenepropanenitrile, 63.45 g of aminoguanidine nitrate, 500 ml of ethanol and 36.6 ml of 10N sodium hydroxide was refluxed for 10 hours and then cooled. The resulting precipitate was collected and washed with water, giving 17.1 g of the desired product, mp 177°-179° C. Reactants: CC(C)(C)OC(=O)N1CCC(c2ccc(NC(=O)c3nc(-c4ccccc4)oc3C(F)(F)F)cc2)CC1, ClCCl, O=C(O)C(F)(F)F. Yields the product O=C(Nc1ccc(C2CCNCC2)cc1)c1nc(-c2ccccc2)oc1C(F)(F)F. Reaction SMILES: [C:1]([O:2][C:3](=[O:4])[N:8]1[CH2:9][CH2:10][CH:11]([c:14]2[cH:15][cH:16][c:17]([NH:20][C:21](=[O:22])[c:23]3[n:24][c:25](-[c:32]4[cH:33][cH:34][cH:35][cH:36][cH:37]4)[o:26][c:27]3[C:28]([F:29])([F:30])[F:31])[cH:18][cH:19]2)[CH2:12][CH2:13]1)([CH3:5])([CH3:6])[CH3:7].[CH2:38]([Cl:39])[Cl:40].[OH:41][C:42]([C:43]([F:44])([F:45])[F:46])=[O:47]>>[NH:8]1[CH2:9][CH2:10][CH:11]([c:14]2[cH:15][cH:16][c:17]([NH:20][C:21](=[O:22])[c:23]3[n:24][c:25](-[c:32]4[cH:33][cH:34][cH:35][cH:36][cH:37]4)[o:26][c:27]3[C:28]([F:29])([F:30])[F:31])[cH:18][cH:19]2)[CH2:12][CH2:13]1. Reactants: COC1=CC=C(C=C1)N1CCN(CC1)CCC1=CC=CC=C1 (1-(4-methoxyphenyl)-4-phenethylpiperazine), C(C)(C)(C)C1=CC=C(C(=O)N2CCN(CC2)C2=C(C=C(C(=C2)F)OC)F)C=C1 (1-(4-tert-butylbenzoyl)-4-(2,5-difluoro-4-methoxyphenyl)piperazine). The product is C(C)(C)(C)C1=CC=C(C(=O)N2CCN(CC2)C2=C(C=C(C(=C2)F)O)F)C=C1 (1-(4-tert-butylbenzoyl)-4-(2,5-difluoro-4-hydroxyphenyl)piperazine). The yield is 67.6%. RXN SMILES: COC1C=CC(N2CCN(CCC3C=CC=CC=3)CC2)=CC=1.[C:23]([C:27]1[CH:50]=[CH:49][C:30]([C:31]([N:33]2[CH2:38][CH2:37][N:36]([C:39]3[CH:44]=[C:43]([F:45])[C:42]([O:46]C)=[CH:41][C:40]=3[F:48])[CH2:35][CH2:34]2)=[O:32])=[CH:29][CH:28]=1)([CH3:26])([CH3:25])[CH3:24]>>[C:23]([C:27]1[CH:50]=[CH:49][C:30]([C:31]([N:33]2[CH2:34][CH2:35][N:36]([C:39]3[CH:44]=[C:43]([F:45])[C:42]([OH:46])=[CH:41][C:40]=3[F:48])[CH2:37][CH2:38]2)=[O:32])=[CH:29][CH:28]=1)([CH3:26])([CH3:24])[CH3:25]. Reported procedure: Production Example 2 was repeated except that 1-(4-methoxyphenyl)-4-phenethylpiperazine was replaced with 1-(4-tert-butylbenzoyl)-4-(2,5-difluoro-4-methoxyphenyl)piperazine (433 mg), to provide crude 1-(4-tert-butylbenzoyl)-4-(2,5-difluoro-4-hydroxyphenyl)piperazine (282 mg). As a reaction SMILES: [C:1](=[O:2])([CH3:3])[O:4][CH2:5][CH2:6][C:7](=[C:8]([c:9]1[cH:10][cH:11][cH:12][cH:13][cH:14]1)[c:15]1[cH:16][cH:17][cH:18][cH:19][cH:20]1)[c:21]1[cH:22][cH:23][cH:24][cH:25][cH:26]1.[CH3:31][CH2:32][OH:33].[ClH:30].[Na+:29].[OH-:28].[OH2:27]>>[OH:4][CH2:5][CH2:6][C:7](=[C:8]([c:9]1[cH:10][cH:11][cH:12][cH:13][cH:14]1)[c:15]1[cH:16][cH:17][cH:18][cH:19][cH:20]1)[c:21]1[cH:22][cH:23][cH:24][cH:25][cH:26]1. Product: OCCC(=C(c1ccccc1)c1ccccc1)c1ccccc1. The reactants are CC(=O)OCCC(=C(c1ccccc1)c1ccccc1)c1ccccc1, CCO, Cl, [Na+], [OH-], O.